This data is from the Open Reaction Database (ORD), a public repository of structured organic reaction records. The task is: describe an organic reaction: reactants, conditions, products, and yield Starting materials: CON=C(C(=O)O)c1cc2sc(Cl)cc2s1, O=C(Cl)C(=O)Cl. Product: CON=C(C(=O)Cl)c1cc2sc(Cl)cc2s1. As a reaction SMILES: [CH3:1][O:2][N:3]=[C:4]([C:5](=[O:6])[OH:7])[c:8]1[cH:9][c:10]2[c:11]([s:12]1)[cH:13][c:14]([Cl:16])[s:15]2.[Cl:17][C:18]([C:19]([Cl:20])=[O:21])=[O:22]>>[CH3:1][O:2][N:3]=[C:4]([C:5](=[O:6])[Cl:17])[c:8]1[cH:9][c:10]2[c:11]([s:12]1)[cH:13][c:14]([Cl:16])[s:15]2. Reactants: CC(C)(C)OC(=O)N1CCC(N2C(=O)COc3cccnc32)CC1, ClCCl, O=C(O)C(F)(F)F. Product: O=C1COc2cccnc2N1C1CCNCC1. RXN SMILES: [C:1]([O:2][C:3](=[O:4])[N:8]1[CH2:9][CH2:10][CH:11]([N:14]2[c:15]3[c:16]([cH:21][cH:22][cH:23][n:24]3)[O:17][CH2:18][C:19]2=[O:20])[CH2:12][CH2:13]1)([CH3:5])([CH3:6])[CH3:7].[Cl:32][CH2:33][Cl:34].[F:25][C:26]([F:27])([F:28])[C:29]([OH:30])=[O:31]>>[NH:8]1[CH2:9][CH2:10][CH:11]([N:14]2[c:15]3[c:16]([cH:21][cH:22][cH:23][n:24]3)[O:17][CH2:18][C:19]2=[O:20])[CH2:12][CH2:13]1.